From a dataset of the Open Reaction Database (ORD), a public repository of structured organic reaction records. describe an organic reaction: reactants, conditions, products, and yield The reactants are diethyl acetal, CC1=C(NCC=O)C(=CC=C1)C (2-(2,6-dimethylanilino)acetaldehyde), C1=CC=CC=C1 (benzene), C([O-])([O-])=O.[Na+].[Na+] (sodium carbonate), ClCC(=O)Cl (chloroacetyl chloride). The solvent is O (water). Yields the product diethyl acetal, ClCC(=O)N(C1=C(C=CC=C1C)C)CC=O (2-[N-(α-chloroacetyl)-2,6-dimethylanilino]acetaldehyde). Reaction SMILES: [CH3:1][C:2]1[CH:11]=[CH:10][CH:9]=[C:8]([CH3:12])[C:3]=1[NH:4][CH2:5][CH:6]=[O:7].C1C=CC=CC=1.C(=O)([O-])[O-].[Na+].[Na+].[Cl:25][CH2:26][C:27](Cl)=[O:28]>O>[Cl:25][CH2:26][C:27]([N:4]([CH2:5][CH:6]=[O:7])[C:3]1[C:8]([CH3:12])=[CH:9][CH:10]=[CH:11][C:2]=1[CH3:1])=[O:28] |f:2.3.4|. Reported procedure: The diethyl acetal of 2-(2,6-dimethylanilino)acetaldehyde (13 grams), benzene (50 ml) and sodium carbonate (5.8 grams) dissolved in water (50 ml) were charged into a glass reaction vessel equipped with a mechanical stirrer, thermometer and addition funnel. The mixture was cooled in an ice bath and chloroacetyl chloride (6.2 grams) was added dropwise with stirring. After addition was completed stirring was continued and the reaction mixture was allowed to warm up to room temperature. After this t... The reactants are NC1=NOC(=C1)C(CO)(CO)CO (2-(3-aminoisoxazol-5-yl)-2-(hydroxymethyl)propane-1,3-diol), C([O-])([O-])=O.[K+].[K+] (potassium carbonate), ClC(=O)OC1=CC=CC=C1 (phenyl chloroformate). Run in C1CCOC1 (THF). The product is OCC(CO)(CO)C1=CC(=NO1)NC(OC1=CC=CC=C1)=O (phenyl 5-(1,3-dihydroxy-2-(hydroxymethyl)propan-2-yl)isoxazol-3-ylcarbamate). As a reaction SMILES: [NH2:1][C:2]1[CH:6]=[C:5]([C:7]([CH2:12][OH:13])([CH2:10][OH:11])[CH2:8][OH:9])[O:4][N:3]=1.C(=O)([O-])[O-].[K+].[K+].Cl[C:21]([O:23][C:24]1[CH:29]=[CH:28][CH:27]=[CH:26][CH:25]=1)=[O:22]>C1COCC1>[OH:11][CH2:10][C:7]([C:5]1[O:4][N:3]=[C:2]([NH:1][C:21](=[O:22])[O:23][C:24]2[CH:29]=[CH:28][CH:27]=[CH:26][CH:25]=2)[CH:6]=1)([CH2:12][OH:13])[CH2:8][OH:9] |f:1.2.3|. Procedure: To a stirred mixture of 2-(3-aminoisoxazol-5-yl)-2-(hydroxymethyl)propane-1,3-diol (1 equivalent) and potassium carbonate (2-5 equivalents) in anhydrous THF at rt is added phenyl chloroformate (1-2 equivalents), then stirring is continued at rt until the reaction is substantially complete as monitored by LCMS or TLC. The mixture is concentrated under reduced pressure and the residue is partitioned between water and dichloromethane. The organic layer is separated and the aqueous layer is further ...